Dataset: the Open Reaction Database (ORD), a public repository of structured organic reaction records. Task: describe an organic reaction: reactants, conditions, products, and yield Reaction SMILES: [CH3:14][OH:15].[CH3:1][O:2][c:3]1[c:4]([C:5]#[N:6])[c:7]([N+:11]([O-:12])=[O:13])[cH:8][cH:9][cH:10]1>>[CH3:1][O:2][c:3]1[c:4]([C:5]#[N:6])[c:7]([NH2:11])[cH:8][cH:9][cH:10]1. Yields the product COc1cccc(N)c1C#N. Reactants: CO, COc1cccc([N+](=O)[O-])c1C#N.